From a dataset of the Open Reaction Database (ORD), a public repository of structured organic reaction records. describe an organic reaction: reactants, conditions, products, and yield Reactants: [OH-].[K+] (potassium hydroxide), Cl.NC(C(=O)OCC)C1C2=CC=CC=C2SC=2C=CC=CC12 (Ethyl α-amino-9H-thioxanthene-9-acetate hydrochloride), CCCCCC (hexane), CC(C)O (2-propanol). The solvent is C(C)O (Ethanol), C(C)O (ethanol), O (water). Yields the product Cl.NC(C(=O)O)C1C2=CC=CC=C2SC=2C=CC=CC12 (α-Amino-9H-thioxanthene-9-acetic acid, hydrochloride). Isolated yield 18.5%. Reaction SMILES: [ClH:1].[NH2:2][CH:3]([CH:9]1[C:22]2[CH:21]=[CH:20][CH:19]=[CH:18][C:17]=2[S:16][C:15]2[C:10]1=[CH:11][CH:12]=[CH:13][CH:14]=2)[C:4]([O:6]CC)=[O:5].[OH-].[K+].CCCCCC.CC(O)C>C(O)C.O>[ClH:1].[NH2:2][CH:3]([CH:9]1[C:10]2[CH:11]=[CH:12][CH:13]=[CH:14][C:15]=2[S:16][C:17]2[C:22]1=[CH:21][CH:20]=[CH:19][CH:18]=2)[C:4]([OH:6])=[O:5] |f:0.1,2.3,8.9|. Procedure details: Ethyl α-amino-9H-thioxanthene-9-acetate hydrochloride (3.5 g, 10 mmol) is dissolved in 30 mL of absolute ethanol and 33 mL of 1.25 M ethanolic potassium hydroxide solution (4 equivalents) is added. The reaction mixture is stirred at room temperature for 22 hours when TLC (SiO2, hexane:2-propanol/3:1) shows no starting material. Ethanol is stripped under vacuum and the residue taken up in 75 mL of water and extracted with diethyl ether. The aqueous solution is acidified with 1N hydrochloric acid ... Reactants: CC(=O)OC=O, COC(=O)C=C(CC1NC(=O)C1N)OC. Yields the product COC(=O)C=C(CC1NC(=O)C1NC=O)OC. RXN SMILES: [CH:16](=[O:17])[O:18][C:19](=[O:20])[CH3:21].[NH2:1][CH:2]1[CH:3]([CH2:7][C:8](=[CH:9][C:10](=[O:11])[O:12][CH3:13])[O:14][CH3:15])[NH:4][C:5]1=[O:6]>>[NH:1]([CH:2]1[CH:3]([CH2:7][C:8](=[CH:9][C:10](=[O:11])[O:12][CH3:13])[O:14][CH3:15])[NH:4][C:5]1=[O:6])[CH:16]=[O:17]. Starting materials: COC(=O)C1CC2CC2N1C(=O)OC(C)(C)C, CC(C)(C)OC(=O)N1CC(F)CC1C(=O)Nc1cnccn1, Nc1cnccn1. Yields the product CC(C)(C)OC(=O)N1C(C(=O)Nc2cnccn2)CC2CC21. RXN SMILES: [CH:1]12[N:2]([C:11](=[O:12])[O:13][C:14]([CH3:15])([CH3:16])[CH3:17])[CH:3]([C:7]([O:9][CH3:8])=[O:10])[CH2:4][CH:5]1[CH2:6]2.[F:25][CH:26]1[CH2:27][N:28]([C:29]([O:30][C:31]([CH3:32])([CH3:33])[CH3:34])=[O:35])[CH:36]([C:37](=[O:38])[NH:39][c:40]2[cH:41][n:42][cH:43][cH:44][n:45]2)[CH2:46]1.[NH2:18][c:19]1[n:20][cH:21][cH:22][n:23][cH:24]1>>[CH:1]12[N:2]([C:11](=[O:12])[O:13][C:14]([CH3:15])([CH3:16])[CH3:17])[CH:3]([C:7](=[O:9])[NH:18][c:19]3[n:20][cH:21][cH:22][n:23][cH:24]3)[CH2:4][CH:5]1[CH2:6]2. Starting materials: [Al+3], O=C([O-])O, CCCCCCC1CC1(C#N)c1ccc(OC)cc1, CSC, [Cl-], [Cl-], [Cl-], ClCCl, [Na+]. Yields the product CCCCCCC1CC1(C#N)c1ccc(O)cc1. As a reaction SMILES: [Al+3:2].[C:24](=[O:25])([O-:26])[OH:27].[C:5](#[N:6])[C:7]1([c:16]2[cH:17][cH:18][c:19]([O:22][CH3:23])[cH:20][cH:21]2)[CH:8]([CH2:10][CH2:11][CH2:12][CH2:13][CH2:14][CH3:15])[CH2:9]1.[CH3:29][S:30][CH3:31].[Cl-:1].[Cl-:3].[Cl-:4].[Cl:32][CH2:33][Cl:34].[Na+:28]>>[C:5](#[N:6])[C:7]1([c:16]2[cH:17][cH:18][c:19]([OH:22])[cH:20][cH:21]2)[CH:8]([CH2:10][CH2:11][CH2:12][CH2:13][CH2:14][CH3:15])[CH2:9]1. The product is NC(CCO)c1ccccc1. Reaction SMILES: [Al+3:2].[CH2:19]1[O:20][CH2:21][CH2:22][CH2:23]1.[H-:1].[H-:4].[H-:5].[H-:6].[Li+:3].[NH2:7][CH:8]([CH2:9][C:10](=[O:11])[OH:12])[c:13]1[cH:14][cH:15][cH:16][cH:17][cH:18]1>>[NH2:7][CH:8]([CH2:9][CH2:10][OH:11])[c:13]1[cH:14][cH:15][cH:16][cH:17][cH:18]1. Reactants: [Al+3], C1CCOC1, [H-], [H-], [H-], [H-], [Li+], NC(CC(=O)O)c1ccccc1. Starting materials: NC(=O)c1ccccc1C(N)=O, CN(C)C=O, Cn1c(=O)c2c(ncn2Cc2noc(CCl)n2)n(C)c1=O, [K]. Yields the product Cn1c(=O)c2c(ncn2Cc2noc(CN)n2)n(C)c1=O, Cl. As a reaction SMILES: [C:22]([NH2:23])(=[O:24])[c:25]1[c:26]([C:32]([NH2:27])=[O:33])[cH:28][cH:29][cH:30][cH:31]1.[CH3:35][N:36]([CH3:37])[CH:38]=[O:39].[Cl:1][CH2:2][c:3]1[n:4][c:5]([CH2:8][n:9]2[cH:10][n:11][c:12]3[n:13]([CH3:21])[c:14](=[O:20])[n:15]([CH3:16])[c:17](=[O:19])[c:18]23)[n:6][o:7]1.[K:34]>>[CH2:2]([c:3]1[n:4][c:5]([CH2:8][n:9]2[cH:10][n:11][c:12]3[n:13]([CH3:21])[c:14](=[O:20])[n:15]([CH3:16])[c:17](=[O:19])[c:18]23)[n:6][o:7]1)[NH2:27].[ClH:1]. The reactants are C(C)N1[C@H]2[C@H](OCC1=O)C1=C(CCC2)C=CC=C1 (trans-4-ethyl-4,4a,5,6,7, 11b-hexahydrobenzo[6,7]cyclohept[1,2-b]-1,4-oxazin-3[2H]-one), [H-].[Al+3].[Li+].[H-].[H-].[H-] (lithium aluminum hydride), S(=O)(=O)([O-])[O-].[Na+].[Na+] (sodium sulfate), C(\C=C/C(=O)O)(=O)O (maleic acid). Run in O1CCCC1 (tetrahydrofuran), CCOCC (ether), O1CCCC1 (tetrahydrofuran), C(C)(C)O (isopropanol). The product is maleate salt, C(\C=C/C(=O)O)(=O)O.C(C)N1[C@H]2[C@H](OCC1)C1=C(CCC2)C=CC=C1 (trans-4-ethyl-2,3,4,4a,5,6,7,11b-octahydrobenzo[6,7]cyclohept[1,2-b]-1,4-oxazine hydrogen maleate). As a reaction SMILES: [CH2:1]([N:3]1[C:8](=O)[CH2:7][O:6][C@@H:5]2[C:10]3[CH:18]=[CH:17][CH:16]=[CH:15][C:11]=3[CH2:12][CH2:13][CH2:14][C@@H:4]12)[CH3:2].[H-].[Al+3].[Li+].[H-].[H-].[H-].S([O-])([O-])(=O)=O.[Na+].[Na+].[C:32]([OH:39])(=[O:38])/[CH:33]=[CH:34]\[C:35]([OH:37])=[O:36]>O1CCCC1.CCOCC.C(O)(C)C>[C:32]([OH:39])(=[O:38])/[CH:33]=[CH:34]\[C:35]([OH:37])=[O:36].[CH2:1]([N:3]1[CH2:8][CH2:7][O:6][C@@H:5]2[C:10]3[CH:18]=[CH:17][CH:16]=[CH:15][C:11]=3[CH2:12][CH2:13][CH2:14][C@@H:4]12)[CH3:2] |f:1.2.3.4.5.6,7.8.9,14.15|. Procedure details: The 1,4-oxazin-3-one from Step B was dissolved in 50 ml of tetrahydrofuran and added dropwise to 0.3 g (0.008 m) of lithium aluminum hydride in 50 ml of tetrahydrofuran. The mixture was heated at reflux temperature for one hour, cooled and treated with sufficient saturated aqueous sodium sulfate solution to quench excess lithium aluminum hydride. The mixture was filtered and concentrated to dryness in vacuo. The residue was dissolved in methylene chloride, dried (Na2SO4), and concentrated to dry... Starting materials: C1(=CC=CC2=CC=CC=C12)C=CC(=O)O (3-(1-Naphthalenyl)-2-Propenoic acid), C(C(=O)Cl)(=O)Cl (oxalyl chloride). The product is C1(=CC=CC2=CC=CC=C12)C=CC(=O)Cl (3-(1-naphthalenyl)-2-propenoyl chloride). The yield is 99.0%. RXN SMILES: [C:1]1([CH:11]=[CH:12][C:13]([OH:15])=O)[C:10]2[C:5](=[CH:6][CH:7]=[CH:8][CH:9]=2)[CH:4]=[CH:3][CH:2]=1.C(Cl)(=O)C([Cl:19])=O>>[C:1]1([CH:11]=[CH:12][C:13]([Cl:19])=[O:15])[C:10]2[C:5](=[CH:6][CH:7]=[CH:8][CH:9]=2)[CH:4]=[CH:3][CH:2]=1. Procedure: 3-(1-Naphthalenyl)-2-Propenoic acid (7.5 g, 0.038 mol) was slurried in 15 ml of oxalyl chloride and refluxed for 2 hr. The resulting solution was evaporated to yield 8.0 g (99 percent) of yellow solid. The reactants are CCOC=C(C(=O)OCC)C(=O)OCC, CCCCCC, Cc1ccccc1, N#Cc1ccc(N)cc1. As a reaction SMILES: [CH2:10]([CH3:11])[O:12][C:13]([C:14]([C:15](=[O:16])[O:17][CH2:18][CH3:19])=[CH:20][O:21][CH2:22][CH3:23])=[O:24].[CH3:25][CH2:26][CH2:27][CH2:28][CH2:29][CH3:30].[CH3:31][c:32]1[cH:33][cH:34][cH:35][cH:36][cH:37]1.[NH2:1][c:2]1[cH:3][cH:4][c:5]([C:6]#[N:7])[cH:8][cH:9]1>>[NH:1]([c:2]1[cH:3][cH:4][c:5]([C:6]#[N:7])[cH:8][cH:9]1)[CH:20]=[C:14]([C:13]([O:12][CH2:10][CH3:11])=[O:24])[C:15](=[O:16])[O:17][CH2:18][CH3:19]. The product is CCOC(=O)C(=CNc1ccc(C#N)cc1)C(=O)OCC.